This data is from the Open Reaction Database (ORD), a public repository of structured organic reaction records. The task is: describe an organic reaction: reactants, conditions, products, and yield Starting materials: [C-]#N.[Na+] (Sodium cyanide), C(C)O (ethanol), C(#N)C=1C=C(C=O)C=CC1 (3-cyanobenzaldehyde), CSC1=CC=C(C=O)C=C1 (4-(methylthio)benzaldehyde). The solvent is O (water), O (water). The product is C(#N)C=1C=C(C=CC1)C(C(C1=CC=C(C=C1)SC)O)=O (1-[3-Cyanophenyl)-2-hydroxy-2-[4-(methylthio)phenyl]-ethanone). Isolated yield 61.0%. RXN SMILES: [C-]#N.[Na+].C(O)C.[C:7]([C:9]1[CH:10]=[C:11]([CH:14]=[CH:15][CH:16]=1)[CH:12]=[O:13])#[N:8].[CH3:17][S:18][C:19]1[CH:26]=[CH:25][C:22]([CH:23]=[O:24])=[CH:21][CH:20]=1>O>[C:7]([C:9]1[CH:10]=[C:11]([C:12](=[O:13])[CH:23]([OH:24])[C:22]2[CH:25]=[CH:26][C:19]([S:18][CH3:17])=[CH:20][CH:21]=2)[CH:14]=[CH:15][CH:16]=1)#[N:8] |f:0.1|. Procedure: Sodium cyanide (3 mmol, 0.147 g) was added to a mixture of ethanol (30 ml), water (30 ml), 3-cyanobenzaldehyde (30 mmol, 3.93 g) and 4-(methylthio)benzaldehyde (30 mmol, 4.0 ml). The reaction was stirred at reflux 30 minutes, diluted with water (20 ml) and extracted with ethyl acetate (250 ml). The organic layer was separated, dried over magnesium sulfate, concentrated, and the residue purified by silica gel chromatography (2:1 hexane:ethyl acetate), affording the title compound as a solid (5.2,... The reactants are C1(=CC=CC=C1)P(C1=CC=CC=C1)C1=CC=CC=C1 (triphenylphosphine), N(=NC(=O)OCC)C(=O)OCC (diethyl azodicarboxylate), C(C)(C)(C)OC(=O)N1CCC(CC1)CO (N-tert-butoxycarbonyl-4-piperidinemethanol), OC=1C=C(C=C(C1)C(=O)OC)OS(=O)(=O)C1=C(C=CC=C1)Cl (2-chlorobenzenesulfonic acid 3-hydroxy-5-carbomethoxyphenyl ester). The solvent is O1CCCC1 (tetrahydrofuran), O1CCCC1 (tetrahydrofuran). Conditions: time 8 hour. Yields the product C(C)(C)(C)OC(=O)N1CCC(CC1)COC=1C=C(C=C(C1)C(=O)OC)OS(=O)(=O)C1=C(C=CC=C1)Cl (2-Chlorobenzenesulfonic acid 3-[[1-N-(tert-butoxycarbonyl)piperidin-4-yl]methoxy]-5-carbomethoxyphenyl ester). The yield is 0.0%. Reaction SMILES: C1(P(C2C=CC=CC=2)C2C=CC=CC=2)C=CC=CC=1.N(C(OCC)=O)=NC(OCC)=O.[OH:32][C:33]1[CH:34]=[C:35]([O:43][S:44]([C:47]2[CH:52]=[CH:51][CH:50]=[CH:49][C:48]=2[Cl:53])(=[O:46])=[O:45])[CH:36]=[C:37]([C:39]([O:41][CH3:42])=[O:40])[CH:38]=1.[C:54]([O:58][C:59]([N:61]1[CH2:66][CH2:65][CH:64]([CH2:67]O)[CH2:63][CH2:62]1)=[O:60])([CH3:57])([CH3:56])[CH3:55]>O1CCCC1>[C:54]([O:58][C:59]([N:61]1[CH2:66][CH2:65][CH:64]([CH2:67][O:32][C:33]2[CH:34]=[C:35]([O:43][S:44]([C:47]3[CH:52]=[CH:51][CH:50]=[CH:49][C:48]=3[Cl:53])(=[O:46])=[O:45])[CH:36]=[C:37]([C:39]([O:41][CH3:42])=[O:40])[CH:38]=2)[CH2:63][CH2:62]1)=[O:60])([CH3:57])([CH3:55])[CH3:56]. Procedure: A solution of triphenylphosphine (0.249 g, 0.95 mol) in tetrahydrofuran (20 mL) was treated with diethyl azodicarboxylate (0.131 mL, 0.83 mol) and allowed to stir at ambient temperature for 15 min. before the addition of 2-chlorobenzenesulfonic acid 3-hydroxy-5-carbomethoxyphenyl ester (0.25 g, 0.73 mol), as prepared in the preceding step, in tetrahydrofuran (5 mL) and N-tert-butoxycarbonyl-4-piperidinemethanol (0.165 g, 0.77 mol), as prepared in step f of Example 1. The reaction mixture was all... The reactants are Cc1ccccc1, COC(=O)C1(C(O[Si](C)(C)C(C)(C)C)C2CCCCC2)NC(=O)C=C1C, CC(C)[N-]C(C)C, C[Si](C)(C)Cl, O=S(=O)(OCCCl)C(F)(F)F, [Li+], C1CCOC1. Product: C=C1C(CCCl)C(=O)NC1(C(=O)OC)C(O[Si](C)(C)C(C)(C)C)C1CCCCC1. RXN SMILES: [CH3:51][c:52]1[cH:53][cH:54][cH:55][cH:56][cH:57]1.[CH3:9][O:10][C:11](=[O:12])[C:13]1([CH:20]([CH:21]2[CH2:22][CH2:23][CH2:24][CH2:25][CH2:26]2)[O:27][Si:28]([CH3:29])([CH3:30])[C:31]([CH3:32])([CH3:33])[CH3:34])[NH:14][C:15](=[O:19])[CH:16]=[C:17]1[CH3:18].[CH:1]([N-:2][CH:3]([CH3:4])[CH3:5])([CH3:6])[CH3:7].[Cl:35][Si:36]([CH3:37])([CH3:38])[CH3:39].[Cl:40][CH2:41][CH2:42][O:43][S:44]([C:45]([F:46])([F:47])[F:48])(=[O:49])=[O:50].[Li+:8].[O:58]1[CH2:59][CH2:60][CH2:61][CH2:62]1>>[CH3:9][O:10][C:11](=[O:12])[C:13]1([CH:20]([CH:21]2[CH2:22][CH2:23][CH2:24][CH2:25][CH2:26]2)[O:27][Si:28]([CH3:29])([CH3:30])[C:31]([CH3:32])([CH3:33])[CH3:34])[NH:14][C:15](=[O:19])[CH:16]([CH2:42][CH2:41][Cl:40])[C:17]1=[CH2:18]. Starting materials: [H][H] (hydrogen), COC1=CC=C(C=C1)C(CP(OCC)(=O)C(OCC)OCC)C[N+](=O)[O-] (ethyl 2-(4-methoxyphenyl)-3-nitropropyl(diethoxymethyl)phosphinate), solution, N (ammonia). Reagents/catalysts: [Ni] (Raney Nickel). Run in C(C)O (ethanol), C(C)O (ethanol). Product: NCC(CP(OCC)(=O)C(OCC)OCC)C1=CC=C(C=C1)OC (ethyl 3-amino-2-(4-methoxyphenyl)propyl(diethoxymethyl)phosphinate). Reaction SMILES: [CH3:1][O:2][C:3]1[CH:8]=[CH:7][C:6]([CH:9]([CH2:23][N+:24]([O-])=O)[CH2:10][P:11]([CH:16]([O:20][CH2:21][CH3:22])[O:17][CH2:18][CH3:19])(=[O:15])[O:12][CH2:13][CH3:14])=[CH:5][CH:4]=1.N.[H][H]>C(O)C.[Ni]>[NH2:24][CH2:23][CH:9]([C:6]1[CH:5]=[CH:4][C:3]([O:2][CH3:1])=[CH:8][CH:7]=1)[CH2:10][P:11]([CH:16]([O:17][CH2:18][CH3:19])[O:20][CH2:21][CH3:22])(=[O:15])[O:12][CH2:13][CH3:14]. Reported procedure: A solution of 6.6 g of ethyl 2-(4-methoxyphenyl)-3-nitropropyl(diethoxymethyl)phosphinate in 50 ml of ethanol is added to 52 g of an 8% solution of ammonia in ethanol. To this are added 8 ml of Raney Nickel and the resulting mixture is hydrogenated at 1 bar until the theoretical amount of hydrogen has been taken up. The mixture is then filtered and the filtrate is concentrated under reduced pressure to give ethyl 3-amino-2-(4-methoxyphenyl)propyl(diethoxymethyl)phosphinate as a viscous oil, 31 p... RXN SMILES: [C:42]([O:43][CH2:44][CH3:45])(=[O:46])[Cl:47].[ClH:1].[F:2][C:3]([c:4]1[cH:5][c:6]([N:14]([C:15](=[O:16])[N:17]([CH3:18])[CH:19]2[CH2:20][N:21]([C:31](=[O:32])[CH:33]3[CH2:34][CH2:35][NH:36][CH2:37][CH2:38]3)[CH2:22][CH:23]2[c:24]2[cH:25][cH:26][c:27]([F:30])[cH:28][cH:29]2)[CH3:39])[cH:7][c:8]([C:10]([F:11])([F:12])[F:13])[cH:9]1)([F:40])[F:41]>>[F:2][C:3]([c:4]1[cH:5][c:6]([N:14]([C:15](=[O:16])[N:17]([CH3:18])[CH:19]2[CH2:20][N:21]([C:31](=[O:32])[CH:33]3[CH2:34][CH2:35][N:36]([C:42]([O:43][CH2:44][CH3:45])=[O:46])[CH2:37][CH2:38]3)[CH2:22][CH:23]2[c:24]2[cH:25][cH:26][c:27]([F:30])[cH:28][cH:29]2)[CH3:39])[cH:7][c:8]([C:10]([F:11])([F:12])[F:13])[cH:9]1)([F:40])[F:41]. The product is CCOC(=O)N1CCC(C(=O)N2CC(c3ccc(F)cc3)C(N(C)C(=O)N(C)c3cc(C(F)(F)F)cc(C(F)(F)F)c3)C2)CC1. Reactants: CCOC(=O)Cl, Cl, CN(C(=O)N(C)C1CN(C(=O)C2CCNCC2)CC1c1ccc(F)cc1)c1cc(C(F)(F)F)cc(C(F)(F)F)c1. Starting materials: CCOCC, Fc1ccc(-c2c3c(nn2C2CCCC2)CCNCC3)cc1, Cl. Product: CN1CCc2nn(C3CCCC3)c(-c3ccc(F)cc3)c2CC1, Cl. Reaction SMILES: [CH3:24][CH2:25][O:26][CH2:27][CH3:28].[CH:1]1([n:6]2[n:7][c:8]3[c:14]([c:15]2-[c:16]2[cH:17][cH:18][c:19]([F:22])[cH:20][cH:21]2)[CH2:13][CH2:12][NH:11][CH2:10][CH2:9]3)[CH2:2][CH2:3][CH2:4][CH2:5]1.[ClH:23]>>[CH:1]1([n:6]2[n:7][c:8]3[c:14]([c:15]2-[c:16]2[cH:17][cH:18][c:19]([F:22])[cH:20][cH:21]2)[CH2:13][CH2:12][N:11]([CH3:24])[CH2:10][CH2:9]3)[CH2:2][CH2:3][CH2:4][CH2:5]1.[ClH:23].